Task: describe an organic reaction: reactants, conditions, products, and yield. Dataset: the Open Reaction Database (ORD), a public repository of structured organic reaction records Reactants: C(C)(C)(C)OC(=O)N1[C@H](C[C@H](C1)NC1=C(C=C(C=C1)Br)[N+](=O)[O-])CO ((2R,4R)-4-(4-bromo-2-nitro-phenylamino)-2-hydroxymethyl-pyrrolidine-1-carboxylic acid tert-butyl ester), Cl (hydrochloric acid). The solvent is ClCCl (dichloromethane), O1CCOCC1 (dioxane). Reaction conditions: time 4 hour. Yields the product Cl.BrC1=CC(=C(C=C1)N[C@@H]1C[C@@H](NC1)CO)[N+](=O)[O-] ((2R,4R)-[4-(4-Bromo-2-nitro-phenylamino)-pyrrolidin-2-yl]-methanol, hydrochloride). The yield is 99.0%. RXN SMILES: C(OC([N:8]1[CH2:12][C@H:11]([NH:13][C:14]2[CH:19]=[CH:18][C:17]([Br:20])=[CH:16][C:15]=2[N+:21]([O-:23])=[O:22])[CH2:10][C@@H:9]1[CH2:24][OH:25])=O)(C)(C)C.[ClH:26]>ClCCl.O1CCOCC1>[ClH:26].[Br:20][C:17]1[CH:18]=[CH:19][C:14]([NH:13][C@H:11]2[CH2:12][NH:8][C@@H:9]([CH2:24][OH:25])[CH2:10]2)=[C:15]([N+:21]([O-:23])=[O:22])[CH:16]=1 |f:4.5|. Reported procedure: To a solution of (2R,4R)-4-(4-bromo-2-nitro-phenylamino)-2-hydroxymethyl-pyrrolidine-1-carboxylic acid tert-butyl ester (125.5 g, 0.301 mol) in dichloromethane (400 mL) add 4 N hydrochloric acid in dioxane (800 mL) and stir for 4 h at room temperature. Collect the precipitate by filtration, wash with ether and dry at 20 mm Hg/60° C. to obtain the title compound (105.2 g, 99%). [α]D20−89.6 (c=1.0 in methanol). 1H NMR (400 MHz, DMSO-d6) δ 1.80-1.85 (m, 1H), 2.54-2.59 (m, 1H), 3.43-3.51 (m, 3H), 3.... The reactants are O(C1=CC=CC=C1)C1=CC=C(C=C1)C1=CNC=2N=CN=C(C21)N (5-(4-phenoxyphenyl)-7H-pyrrolo[2,3-d]pyrimidin-4-ylamine), CS(=O)C (dimethyl sulphoxide), C1=CC=CC1 (cyclopentadiene). The reagents and catalysts are [Pd].C1(=CC=CC=C1)P(C1=CC=CC=C1)C1=CC=CC=C1.C1(=CC=CC=C1)P(C1=CC=CC=C1)C1=CC=CC=C1.C1(=CC=CC=C1)P(C1=CC=CC=C1)C1=CC=CC=C1.C1(=CC=CC=C1)P(C1=CC=CC=C1)C1=CC=CC=C1 (tetrakis(triphenylphosphine) palladium). Run in O1CCCC1 (tetrahydrofuran). Conditions: time 18 hour. The product is NC=1C2=C(N=CN1)N(C=C2C2=CC=C(C=C2)OC2=CC=CC=C2)C2C=CC(C2)O (4-[4-amino-5-(4-phenoxyphenyl)-7H-pyrrolo[2,3-d]pyrimidin-7-yl]-cyclopent-2-enol). RXN SMILES: [O:1]([C:8]1[CH:13]=[CH:12][C:11]([C:14]2[C:22]3[C:21]([NH2:23])=[N:20][CH:19]=[N:18][C:17]=3[NH:16][CH:15]=2)=[CH:10][CH:9]=1)[C:2]1[CH:7]=[CH:6][CH:5]=[CH:4][CH:3]=1.CS(C)=[O:26].[CH:28]1[CH2:32][CH:31]=[CH:30][CH:29]=1>O1CCCC1.[Pd].C1(P(C2C=CC=CC=2)C2C=CC=CC=2)C=CC=CC=1.C1(P(C2C=CC=CC=2)C2C=CC=CC=2)C=CC=CC=1.C1(P(C2C=CC=CC=2)C2C=CC=CC=2)C=CC=CC=1.C1(P(C2C=CC=CC=2)C2C=CC=CC=2)C=CC=CC=1>[NH2:23][C:21]1[C:22]2[C:14]([C:11]3[CH:10]=[CH:9][C:8]([O:1][C:2]4[CH:7]=[CH:6][CH:5]=[CH:4][CH:3]=4)=[CH:13][CH:12]=3)=[CH:15][N:16]([CH:29]3[CH2:28][CH:32]([OH:26])[CH:31]=[CH:30]3)[C:17]=2[N:18]=[CH:19][N:20]=1 |f:4.5.6.7.8|. Procedure details: A mixture of 5-(4-phenoxyphenyl)-7H-pyrrolo[2,3-d]pyrimidin-4-ylamine (600 mg) and tetrakis(triphenylphosphine) palladium (40 ml) and dry dimethyl sulphoxide (30 ml) was stirred under nitrogen in an ice/water bath and then a solution of cyclopentadiene monoepoxide (200 mg) in tetrahydrofuran (10 ml) was added via syringe under nitrogen at 0° C. The mixture was stirred at ambient temperature (with exclusion of light) for 66 hours and then the tetrahydrofuran was removed under reduced pressure and...